From a dataset of the Open Reaction Database (ORD), a public repository of structured organic reaction records. describe an organic reaction: reactants, conditions, products, and yield RXN SMILES: [CH3:17][CH2:18][O-:19].[CH3:33][CH2:34][OH:35].[Cl:1][c:2]1[c:3]([C:4](=[O:5])[CH2:6][C:7](=[O:8])[O:9][CH2:10][CH3:11])[cH:12][cH:13][cH:14][cH:15]1.[ClH:31].[Na+:16].[O:20]=[C:21]([CH:22]=[CH2:23])[CH2:24][CH2:25][CH2:26][CH2:27][CH2:28][CH2:29][CH3:30].[OH2:32]>>[Cl:1][c:2]1[c:3]([C:4](=[O:5])[CH:6]([C:7](=[O:8])[O:9][CH2:10][CH3:11])[CH2:23][CH2:22][C:21](=[O:20])[CH2:24][CH2:25][CH2:26][CH2:27][CH2:28][CH2:29][CH3:30])[cH:12][cH:13][cH:14][cH:15]1. Reactants: CC[O-], CCO, CCOC(=O)CC(=O)c1ccccc1Cl, Cl, [Na+], C=CC(=O)CCCCCCC, O. The product is CCCCCCCC(=O)CCC(C(=O)OCC)C(=O)c1ccccc1Cl. The reactants are ClCCN1CCC(CC1)NC(C1=C(C=CC=C1Cl)Cl)=O (1-(2-chloroethyl)-4-(2,6-dichlorobenzamido)piperidine), CC1=CC=C(CNC2=NC=CC=C2)C=C1 (2-(p-methylbenzyl)aminopyridine). The product is ClC1=C(C(=O)NC2CCN(CC2)CCN(C2=NC=CC=C2)CC2=CC=C(C=C2)C)C(=CC=C1)Cl (4-(2,6-Dichlorobenzamido)-1-(2-[N-(p-methylbenzyl)-N-(2-pyridyl)amino]ethyl)piperidine). As a reaction SMILES: Cl[CH2:2][CH2:3][N:4]1[CH2:9][CH2:8][CH:7]([NH:10][C:11](=[O:20])[C:12]2[C:17]([Cl:18])=[CH:16][CH:15]=[CH:14][C:13]=2[Cl:19])[CH2:6][CH2:5]1.[CH3:21][C:22]1[CH:35]=[CH:34][C:25]([CH2:26][NH:27][C:28]2[CH:33]=[CH:32][CH:31]=[CH:30][N:29]=2)=[CH:24][CH:23]=1>>[Cl:19][C:13]1[CH:14]=[CH:15][CH:16]=[C:17]([Cl:18])[C:12]=1[C:11]([NH:10][CH:7]1[CH2:8][CH2:9][N:4]([CH2:3][CH2:2][N:27]([CH2:26][C:25]2[CH:24]=[CH:23][C:22]([CH3:21])=[CH:35][CH:34]=2)[C:28]2[CH:33]=[CH:32][CH:31]=[CH:30][N:29]=2)[CH2:5][CH2:6]1)=[O:20]. Procedure: The title compound is prepared in a manner similar to Example 11 using 1-(2-chloroethyl)-4-(2,6-dichlorobenzamido)piperidine and 2-(p-methylbenzyl)aminopyridine. RXN SMILES: [Br:11][c:12]1[cH:13][c:14]([SH:18])[cH:15][cH:16][cH:17]1.[C:1](=[O:2])([O-:3])[O-:4].[CH3:19][C:20](=[O:21])[CH3:22].[I:7][CH2:8][CH2:9][CH3:10].[K+:5].[K+:6]>>[CH2:8]([CH2:9][CH3:10])[S:18][c:14]1[cH:13][c:12]([Br:11])[cH:17][cH:16][cH:15]1. Product: CCCSc1cccc(Br)c1. The reactants are Sc1cccc(Br)c1, O=C([O-])[O-], CC(C)=O, CCCI, [K+], [K+]. Starting materials: O=C1N(CCN1)C1CCN(CC1)C(=O)OCC1=CC=CC=C1 (benzyl 4-(2-oxoimidazolidin-1-yl)piperidine-1-carboxylate). The reagents and catalysts are [Pd] (palladium on charcoal). Solvent: C(C)O (ethanol). Product: N1CCC(CC1)N1C(NCC1)=O (1-piperidin-4-ylimidazolidin-2-one). As a reaction SMILES: [O:1]=[C:2]1[NH:6][CH2:5][CH2:4][N:3]1[CH:7]1[CH2:12][CH2:11][N:10](C(OCC2C=CC=CC=2)=O)[CH2:9][CH2:8]1>C(O)C.[Pd]>[NH:10]1[CH2:9][CH2:8][CH:7]([N:3]2[CH2:4][CH2:5][NH:6][C:2]2=[O:1])[CH2:12][CH2:11]1. Procedure: A solution of benzyl 4-(2-oxoimidazolidin-1-yl)piperidine-1-carboxylate (3.2 g) in ethanol (200 ml) was hydrogenated under a hydrogen filled balloon with 20% palladium on charcoal as catalyst. The catalyst was filtered and the filtrate evaporated to dryness to give the title compound as a white solid, yield 1.6 g. Starting materials: CCOC(=O)C(Cc1cnc(N(C(=O)OC(C)(C)C)C(=O)OC(C)(C)C)nc1)C(=O)OCC, ClCCl, CCOC(C)=O, CCO, CCO, [K+], [OH-]. The product is CCOC(=O)C(Cc1cnc(N(C(=O)OC(C)(C)C)C(=O)OC(C)(C)C)nc1)C(=O)O. Reaction SMILES: [CH2:3]([CH3:4])[O:5][C:6]([CH:7]([C:8](=[O:9])[O:10][CH2:11][CH3:12])[CH2:13][c:14]1[cH:15][n:16][c:17]([N:20]([C:21](=[O:22])[O:23][C:24]([CH3:25])([CH3:26])[CH3:27])[C:28](=[O:29])[O:30][C:31]([CH3:32])([CH3:33])[CH3:34])[n:18][cH:19]1)=[O:35].[CH2:48]([Cl:49])[Cl:50].[CH3:36][CH2:37][O:38][C:39]([CH3:40])=[O:41].[CH3:42][CH2:43][OH:44].[CH3:45][CH2:46][OH:47].[K+:2].[OH-:1]>>[CH2:3]([CH3:4])[O:5][C:6]([CH:7]([C:8](=[O:9])[OH:10])[CH2:13][c:14]1[cH:15][n:16][c:17]([N:20]([C:21](=[O:22])[O:23][C:24]([CH3:25])([CH3:26])[CH3:27])[C:28](=[O:29])[O:30][C:31]([CH3:32])([CH3:33])[CH3:34])[n:18][cH:19]1)=[O:35]. Reaction SMILES: Cl[C:2]1[N:7]=[C:6]([CH3:8])[NH:5][C:4]2=[CH:9][C:10]([C:12]3[CH:17]=[CH:16][CH:15]=[CH:14][CH:13]=3)=[N:11][C:3]=12.[CH3:18][NH:19][CH2:20][C:21]1[O:25][CH:24]=[CH:23][CH:22]=1.C([O-])([O-])=O.[K+].[K+]>O>[O:25]1[CH:24]=[CH:23][CH:22]=[C:21]1[CH2:20][N:19]([CH3:18])[C:2]1[N:7]=[C:6]([CH3:8])[NH:5][C:4]2[C:3]=1[N:11]=[C:10]([C:12]1[CH:17]=[CH:16][CH:15]=[CH:14][CH:13]=1)[CH:9]=2 |f:2.3.4|. Reported procedure: This compound was prepared according to the method described in Example 2 by employing 4-chloro-2-methyl-6-phenylpyrrolo[3,2-d]pyrimidine (Example 1(e)) (70.0 mg, 0.29 mmol), N-methylfurfurylamine (The Sigma-Aldrich Library of Rare Chemicals) (0.16 g, 1.44 mmol) and K2CO3 (0.40 g, 2.87 mmol) in H2O (2 mL). The crude material was purified by preparative TLC on silica gel with 1:1 EtOAc:hexanes as eluant to give 53.6 mg (59%) of the title compound as an off-white solid. An analytical sample was ob... Isolated yield 59.0%. The reactants are ClC1=C2C(NC(=N1)C)=CC(=N2)C2=CC=CC=C2 (4-chloro-2-methyl-6-phenylpyrrolo[3,2-d]pyrimidine), CNCC1=CC=CO1 (N-methylfurfurylamine), C(=O)([O-])[O-].[K+].[K+] (K2CO3). Run in O (H2O). The product is O1C(=CC=C1)CN(C=1N=C(NC=2C1N=C(C2)C2=CC=CC=C2)C)C ((2-Furylmethyl)methyl(2-methyl-6-phenylpyrrolo[2,3-e]pyrimidin-4-yl)amine).